The task is: describe an organic reaction: reactants, conditions, products, and yield. This data is from the Open Reaction Database (ORD), a public repository of structured organic reaction records. The reactants are IC (iodomethane), [H-].[Na+] (sodium hydride), oil, BrC=1C=C(C(=NC1)NCCCOC)[N+](=O)[O-] (5-bromo-N-(3-methoxypropyl)-3-nitropyridin-2-amine). The solvent is CN(C)C=O (DMF), O (water). Reaction conditions: temperature 0 celsius, time 15 minute. Yields the product BrC=1C=C(C(=NC1)N(C)CCCOC)[N+](=O)[O-] (5-bromo-N-(3-methoxy propyl)-N-methyl-3-nitropyridin-2-amine). As a reaction SMILES: [Br:1][C:2]1[CH:3]=[C:4]([N+:14]([O-:16])=[O:15])[C:5]([NH:8][CH2:9][CH2:10][CH2:11][O:12][CH3:13])=[N:6][CH:7]=1.[H-].[Na+].I[CH3:20]>CN(C=O)C.O>[Br:1][C:2]1[CH:3]=[C:4]([N+:14]([O-:16])=[O:15])[C:5]([N:8]([CH2:9][CH2:10][CH2:11][O:12][CH3:13])[CH3:20])=[N:6][CH:7]=1 |f:1.2|. Procedure: A dry round bottom flask containing 5-bromo-N-(3-methoxypropyl)-3-nitropyridin-2-amine (1.0 g, 3.45 mmol) in dry DMF (4.5 mL) was cooled to 0° C., then sodium hydride, 60% dispersion in mineral oil (0.28 g, 7.02 mmol) was added carefully in portions. The mixture was stirred at 0° C. for 15 min, then iodomethane (0.66 mL, 10.6 mmol) was added dropwise. Upon complete addition, the mixture was allowed to warm to 23° C. After 19 h, the reaction was carefully diluted with water then extracted five ti...